From a dataset of the Open Reaction Database (ORD), a public repository of structured organic reaction records. describe an organic reaction: reactants, conditions, products, and yield The reactants are CC(=O)[O-], CC(=O)[O-], CCc1ccc(F)c(N(Cc2cc[nH]n2)c2ccc(C#N)cc2)c1, CCOC(C)=O, ClCCl, [Cu+2], OB(O)c1ccccc1, c1ccncc1. The product is CCc1ccc(F)c(N(Cc2ccn(-c3ccccc3)n2)c2ccc(C#N)cc2)c1. RXN SMILES: [C:49]([O-:50])(=[O:51])[CH3:52].[C:54]([O-:55])(=[O:56])[CH3:57].[CH2:1]([CH3:2])[c:3]1[cH:4][cH:5][c:6]([F:24])[c:7]([N:9]([c:10]2[cH:11][cH:12][c:13]([C:14]#[N:15])[cH:16][cH:17]2)[CH2:18][c:19]2[n:20][nH:21][cH:22][cH:23]2)[cH:8]1.[CH3:43][CH2:44][O:45][C:46]([CH3:47])=[O:48].[Cl:40][CH2:41][Cl:42].[Cu+2:53].[c:31]1([B:37]([OH:38])[OH:39])[cH:32][cH:33][cH:34][cH:35][cH:36]1.[cH:25]1[cH:26][cH:27][n:28][cH:29][cH:30]1>>[CH2:1]([CH3:2])[c:3]1[cH:4][cH:5][c:6]([F:24])[c:7]([N:9]([c:10]2[cH:11][cH:12][c:13]([C:14]#[N:15])[cH:16][cH:17]2)[CH2:18][c:19]2[n:20][n:21](-[c:31]3[cH:32][cH:33][cH:34][cH:35][cH:36]3)[cH:22][cH:23]2)[cH:8]1. Starting materials: C(#N)C1=NC=CC=C1C1=CC(=CN1)CN(C(OC(C)(C)C)=O)C (tert-butyl {[5-(2-cyanopyridin-3-yl)-1H-pyrrol-3-yl]methyl}methylcarbamate), C1COCCOCCOCCOCCO1 (15-crown-5), C(#N)C1=C(C=CC=C1)S(=O)(=O)Cl (2-cyanobenzenesulfonyl chloride), [H-].[Na+] (sodium hydride). Run in O1CCCC1 (tetrahydrofuran), O1CCCC1 (tetrahydrofuran), ice water. Reaction conditions: time 30 minute. The product is C(#N)C1=C(C=CC=C1)S(=O)(=O)N1C=C(C=C1C=1C(=NC=CC1)C#N)CN(C(OC(C)(C)C)=O)C (tert-butyl {[1-[(2-cyanophenyl)sulfonyl]-5-(2-cyanopyridin-3-yl)-1H-pyrrol-3-yl]methyl}methylcarbamate). Yield: 100.2%. RXN SMILES: [H-].[Na+].[C:3]([C:5]1[C:10]([C:11]2[NH:15][CH:14]=[C:13]([CH2:16][N:17]([CH3:25])[C:18](=[O:24])[O:19][C:20]([CH3:23])([CH3:22])[CH3:21])[CH:12]=2)=[CH:9][CH:8]=[CH:7][N:6]=1)#[N:4].C1OCCOCCOCCOCCOC1.[C:41]([C:43]1[CH:48]=[CH:47][CH:46]=[CH:45][C:44]=1[S:49](Cl)(=[O:51])=[O:50])#[N:42]>O1CCCC1>[C:41]([C:43]1[CH:48]=[CH:47][CH:46]=[CH:45][C:44]=1[S:49]([N:15]1[C:11]([C:10]2[C:5]([C:3]#[N:4])=[N:6][CH:7]=[CH:8][CH:9]=2)=[CH:12][C:13]([CH2:16][N:17]([CH3:25])[C:18](=[O:24])[O:19][C:20]([CH3:21])([CH3:22])[CH3:23])=[CH:14]1)(=[O:51])=[O:50])#[N:42] |f:0.1|. Reported procedure: To a suspension of sodium hydride (60% in oil, 26 mg) in tetrahydrofuran (4 mL) were added dropwise a solution of tert-butyl {[5-(2-cyanopyridin-3-yl)-1H-pyrrol-3-yl]methyl}methylcarbamate (156 mg) in tetrahydrofuran (2 mL) solution, 15-crown-5 (0.13 mL) and 2-cyanobenzenesulfonyl chloride (151 mg) under ice-cooling, and the mixture was stirred for 30 min. The reaction mixture was diluted with ice water, and extracted with ethyl acetate. The separated aqueous layer was extracted again with ethyl... Starting materials: CC=1NC(=C(C(C1C(=O)OCC)C1=CC(=CC=C1)[N+](=O)[O-])C(=O)OCC)CCC (diethyl 2-methyl-6-propyl-4-(3-nitrophenyl)-1,4-dihydropyridine-3,5-dicarboxylate), ClCOCC (chloromethoxyethane), C1=CC=CC=C1 (benzene). Solvent: CCCCCC (hexane). Yields the product C(C)OCN1C(=C(C(C(=C1CCC)C(=O)OCC)C1=CC(=CC=C1)[N+](=O)[O-])C(=O)OCC)C (diethyl 1-ethoxymethyl-2-methyl-4-(3-nitrophenyl)-6-propyl-1,4-dihydropyridine-3,5-dicarboxylate). Reaction SMILES: [CH3:1][C:2]1[NH:3][C:4]([CH2:27][CH2:28][CH3:29])=[C:5]([C:22]([O:24][CH2:25][CH3:26])=[O:23])[CH:6]([C:13]2[CH:18]=[CH:17][CH:16]=[C:15]([N+:19]([O-:21])=[O:20])[CH:14]=2)[C:7]=1[C:8]([O:10][CH2:11][CH3:12])=[O:9].Cl[CH2:31][O:32][CH2:33][CH3:34].C1C=CC=CC=1>CCCCCC>[CH2:33]([O:32][CH2:31][N:3]1[C:4]([CH2:27][CH2:28][CH3:29])=[C:5]([C:22]([O:24][CH2:25][CH3:26])=[O:23])[CH:6]([C:13]2[CH:18]=[CH:17][CH:16]=[C:15]([N+:19]([O-:21])=[O:20])[CH:14]=2)[C:7]([C:8]([O:10][CH2:11][CH3:12])=[O:9])=[C:2]1[CH3:1])[CH3:34]. Reported procedure: By following the same procedure as in Example 25 except that 0.5 g. of diethyl 2-methyl-6-propyl-4-(3-nitrophenyl)-1,4-dihydropyridine-3,5-dicarboxylate and 0.5 g. of chloromethoxyethane were used as the starting materials, benzene was used as the eluant, and hexane was used as the solvent for recrystallization, 0.35 g. of colorless acicular crystals of diethyl 1-ethoxymethyl-2-methyl-4-(3-nitrophenyl)-6-propyl-1,4-dihydropyridine-3,5-dicarboxylate melting at 97° C. were obtained. Reactants: C1COCCN1, C1=CC(=CC=C1O)Br. The reagents and catalysts are CC(C)(C)[O-].[Na+], CC(C)C1=CC(=C(C(=C1)C(C)C)C2=CC=CC=C2P(C3CCCCC3)C4CCCCC4)C(C)C, C1=CC=C(C=C1)/C=C/C(=O)/C=C/C2=CC=CC=C2.C1=CC=C(C=C1)/C=C/C(=O)/C=C/C2=CC=CC=C2.C1=CC=C(C=C1)/C=C/C(=O)/C=C/C2=CC=CC=C2.[Pd].[Pd]. Solvent: CC1=CC=CC=C1. Run at temperature 100 celsius. Product: C1COCCN1C2=CC=C(C=C2)O. Isolated yield 31.2%. Procedure: 4-Bromophenol (865 mg, 5 mmol), Tris(dibenzylideneacetone)dipalladium(0) (229 mg, 0.25 mmol), 2-Dicyclohexylphosphino-2',4',6'-tri-iso-propyl-1,1'-biphenyl (238 mg, 0.50 mmol), Morpholine (0.437 mL, 5.00 mmol) and sodium tert-butoxide (1009 mg, 10.50 mmol) were stirred in toluene (5 mL) overnight at 100 °C. The mixture was allowed to cool to ambient temperature. Ethylacetate was added and the mixture was washed with aqueous NaHCO3 (satd.) and water. The organic phase was separated, dried over Mg... The reactants are O1N=C(C2=C1C=CC=C2)CC#N (1,2-benzisoxazole-3-acetonitrile), C(CN)N (ethylenediamine), C(=S)=S (carbon disulfide), C(Cl)(Cl)Cl (chloroform). Reaction conditions: time 8 hour. The product is Cl.N1C(=NCC1)CC1=NOC2=C1C=CC=C2 (3-(2-Imidazolin-2-yl)methyl-1,2-benzisoxazole hydrochloride). RXN SMILES: [O:1]1[C:5]2[CH:6]=[CH:7][CH:8]=[CH:9][C:4]=2[C:3]([CH2:10][C:11]#[N:12])=[N:2]1.[CH2:13](N)[CH2:14][NH2:15].C(=S)=S.C(Cl)(Cl)[Cl:21]>>[ClH:21].[NH:12]1[CH2:13][CH2:14][N:15]=[C:11]1[CH2:10][C:3]1[C:4]2[CH:9]=[CH:8][CH:7]=[CH:6][C:5]=2[O:1][N:2]=1 |f:4.5|. Reported procedure: A mixture of 1,2-benzisoxazole-3-acetonitrile (1.6 g), ethylenediamine (0.7 g) and carbon disulfide (0.2 ml) was heated at 130° to 150°C for 0.5 hour and then allowed to stand at room temperature overnight. to the reaction mixture was added chloroform and the insoluble substance was filtered off. The filtrate was subjected to silica gel column chromatography and eluted with 10 to 20 % methanol-chloroform. The eluates were collected and treated with ethanolic hydrochloric acid to give the hydroch... Reactants: ClC1=C(C=2C3C(N(C2C=C1)CC(C)(C1=CC=NC=C1)O)CCN(C3)C)Cl (8,9-Dichloro-5-(2-hydroxy-2-(pyridin-4-yl)propyl)-2-methyl-2,3,4,4a,5,9b-hexahydro-1H-pyrido[4,3-b]indole), [OH-].[K+] (KOH). Run in S(=O)(Cl)Cl (thionylchloride), O (water). Run at time 5 hour. The product is ClC1=C(C=2C3=C(N(C2C=C1)\C=C(/C)\C1=CC=NC=C1)CCN(C3)C)Cl ((E)-8,9-dichloro-2-methyl-5-(2-(pyridin-4-yl)prop-1-enyl)-2,3,4,5-tetrahydro-1H-pyrido[4,3-b]indole). RXN SMILES: [Cl:1][C:2]1[CH:10]=[CH:9][C:8]2[N:7]([CH2:11][C:12](O)([C:14]3[CH:19]=[CH:18][N:17]=[CH:16][CH:15]=3)[CH3:13])[CH:6]3[CH2:21][CH2:22][N:23]([CH3:25])[CH2:24][CH:5]3[C:4]=2[C:3]=1[Cl:26].[OH-].[K+]>S(Cl)(Cl)=O.O>[Cl:1][C:2]1[CH:10]=[CH:9][C:8]2[N:7](/[CH:11]=[C:12](/[C:14]3[CH:19]=[CH:18][N:17]=[CH:16][CH:15]=3)\[CH3:13])[C:6]3[CH2:21][CH2:22][N:23]([CH3:25])[CH2:24][C:5]=3[C:4]=2[C:3]=1[Cl:26] |f:1.2|. Reported procedure: 8,9-Dichloro-5-(2-hydroxy-2-(pyridin-4-yl)propyl)-2-methyl-2,3,4,4a,5,9b-hexahydro-1H-pyrido[4,3-b]indole (500 mg, 1.2 mmol) was dissolved in thionylchloride (5 mL) and stirred at RT for 5 h. The reaction mixture was concentrated under reduced pressure. The residue was dissolved in N-methyl-2-pyrrolidone (5 mL) and the solution was stirred for 5 min. at RT. Powdered KOH (482 mg, 8.5 mmol) was added and the reaction mixture was heated at 100° C. for 1 h. The progress of reaction was monitored by ...